From a dataset of the Open Reaction Database (ORD), a public repository of structured organic reaction records. describe an organic reaction: reactants, conditions, products, and yield Reactants: C1CCOC1, CC1(C)OB(c2ccc3[nH]ccc3c2)OC1(C)C, [H-], CCI, [Na+]. Product: CCn1ccc2cc(B3OC(C)(C)C(C)(C)O3)ccc21. RXN SMILES: [CH2:24]1[O:25][CH2:26][CH2:27][CH2:28]1.[CH3:3][C:4]1([CH3:20])[O:5][B:6]([c:11]2[cH:12][c:13]3[cH:14][cH:15][nH:16][c:17]3[cH:18][cH:19]2)[O:7][C:8]1([CH3:9])[CH3:10].[H-:2].[I:21][CH2:22][CH3:23].[Na+:1]>>[CH3:3][C:4]1([CH3:20])[O:5][B:6]([c:11]2[cH:12][c:13]3[cH:14][cH:15][n:16]([CH2:22][CH3:23])[c:17]3[cH:18][cH:19]2)[O:7][C:8]1([CH3:9])[CH3:10]. The reactants are Nc1nc2c(ncn2C2CC(O)C(CO)O2)c(=O)[nH]1, O=C(OC(=O)C(F)(F)F)C(F)(F)F, N, c1ccncc1. The product is Nc1nc(N)c2ncn(C3CC(O)C(CO)O3)c2n1. As a reaction SMILES: [CH:1]1([n:9]2[cH:10][n:11][c:12]3[c:13](=[O:14])[nH:15][c:16]([NH2:17])[n:18][c:19]23)[CH2:2][CH:3]([OH:4])[CH:5]([CH2:6][OH:7])[O:8]1.[F:20][C:21]([F:22])([F:23])[C:24]([O:25][C:26](=[O:27])[C:28]([F:29])([F:30])[F:31])=[O:32].[NH3:33].[cH:34]1[cH:35][cH:36][n:37][cH:38][cH:39]1>>[CH:1]1([n:9]2[cH:10][n:11][c:12]3[c:13]([NH2:33])[n:15][c:16]([NH2:17])[n:18][c:19]23)[CH2:2][CH:3]([OH:4])[CH:5]([CH2:6][OH:7])[O:8]1.